This data is from the Open Reaction Database (ORD), a public repository of structured organic reaction records. The task is: describe an organic reaction: reactants, conditions, products, and yield The reactants are C(=O)=O (dry-ice), C(C)(C)(C)ON=O (tert-butylnitrite), NC=1C=C(C(=C(C(=O)OC)C1)OCCOC)OCCOC (methyl 5-amino-2,3-bis{[2-(methyloxy)ethyl]oxy}benzoate), B(F)(F)F.CCOCC (boron trifluoride diethyl etherate). The solvent is COCCOC (1,2-dimethoxyethane), CCOCC (ether). Conditions: temperature 110 celsius. The product is FC=1C=C(C(=C(C(=O)OC)C1)OCCOC)OCCOC (methyl 5-fluoro-2,3-bis{[2-(methyloxy)ethyl]oxy}benzoate). Isolated yield 16.2%. Reaction SMILES: N[C:2]1[CH:3]=[C:4]([O:17][CH2:18][CH2:19][O:20][CH3:21])[C:5]([O:12][CH2:13][CH2:14][O:15][CH3:16])=[C:6]([CH:11]=1)[C:7]([O:9][CH3:10])=[O:8].C(=O)=O.B(F)(F)[F:26].CCOCC.C(ON=O)(C)(C)C>COCCOC.CCOCC>[F:26][C:2]1[CH:3]=[C:4]([O:17][CH2:18][CH2:19][O:20][CH3:21])[C:5]([O:12][CH2:13][CH2:14][O:15][CH3:16])=[C:6]([CH:11]=1)[C:7]([O:9][CH3:10])=[O:8] |f:2.3|. Reported procedure: A solution of methyl 5-amino-2,3-bis{[2-(methyloxy)ethyl]oxy}benzoate (2.2 g, 7.4 mmol) in 1,2-dimethoxyethane (5 mL) was cooled at −4° C. and then cooled in solid dry-ice. To this mixture was added first boron trifluoride diethyl etherate (1.3 mL, 10 mmol), and then tert-butylnitrite (1.4 mL, 12 mmol), and the resulting mixture was stirred at −4° C. for 2 hours. It was then diluted with ether (100 mL) and a solid precipitated and was collected and washed with ether. The solid was suspended in 1... Starting materials: N(=[N+]=[N-])C1C(N2N(CCCC2C(=O)OC)C1)=O (methyl 2-azido-hexahydro-3-oxo-1H-pyrazolo[1,2-a]pyridazine-5-carboxylate), C1(=CC=CC=C1)P(C1=CC=CC=C1)C1=CC=CC=C1 (triphenylphosphine). The solvent is O1CCOCC1 (dioxane). Product: NC1C(N2N(CCCC2C(=O)O)C1)=O (2-amino-hexahydro-3-oxo-1H-pyrazolo[1,2-a]pyridazine-5-carboxylic acid). The yield is 76.3%. Reaction SMILES: [N:1]([CH:4]1[CH2:16][N:7]2[CH2:8][CH2:9][CH2:10][CH:11]([C:12]([O:14]C)=[O:13])[N:6]2[C:5]1=[O:17])=[N+]=[N-].C1(P(C2C=CC=CC=2)C2C=CC=CC=2)C=CC=CC=1>O1CCOCC1>[NH2:1][CH:4]1[CH2:16][N:7]2[CH2:8][CH2:9][CH2:10][CH:11]([C:12]([OH:14])=[O:13])[N:6]2[C:5]1=[O:17]. Reported procedure: 1.19 g of methyl 2-azido-hexahydro-3-oxo-1H-pyrazolo[1,2-a]pyridazine-5-carboxylate (racemate A) and 1.31 g of triphenylphosphine in 25 ml of dioxane were stirred at room temperature for 1 hour and the mixture was then evaporated. The residue was treated with 40 ml of 2N aqueous ammonia at 50° C. for 2.5 hours and the precipitated triphenyl phosphine oxide was removed by filtration. Evaporation then yielded 0.756 g (76%) of 2-amino-hexahydro-3-oxo-1H-pyrazolo[1,2-a]pyridazine-5-carboxylic acid (... Reactants: [Br-], Br, CCc1ccc(N)cc1[N+](=O)[O-], O=N[O-], [Na+], O. The product is CCc1ccc(Br)cc1[N+](=O)[O-]. As a reaction SMILES: [Br-:17].[BrH:19].[CH2:1]([CH3:2])[c:3]1[c:4]([N+:10](=[O:11])[O-:12])[cH:5][c:6]([NH2:7])[cH:8][cH:9]1.[N:13]([O-:14])=[O:15].[Na+:16].[OH2:18]>>[CH2:1]([CH3:2])[c:3]1[c:4]([N+:10](=[O:11])[O-:12])[cH:5][c:6]([Br:17])[cH:8][cH:9]1. The reactants are CO, COC(=O)c1cc(F)c(C#CC(C)(C)C)cc1Cl, [Na+], [OH-]. Product: CC(C)(C)C#Cc1cc(Cl)c(C(=O)O)cc1F. RXN SMILES: [CH3:21][OH:22].[Cl:1][c:2]1[c:3]([C:4](=[O:5])[O:6][CH3:7])[cH:8][c:9]([F:18])[c:10]([C:12]#[C:13][C:14]([CH3:15])([CH3:16])[CH3:17])[cH:11]1.[Na+:20].[OH-:19]>>[Cl:1][c:2]1[c:3]([C:4](=[O:5])[OH:6])[cH:8][c:9]([F:18])[c:10]([C:12]#[C:13][C:14]([CH3:15])([CH3:16])[CH3:17])[cH:11]1. Starting materials: C1CCOC1, COc1ccc(P2(=S)SP(=S)(c3ccc(OC)cc3)S2)cc1, CC(C)Oc1cc2c(C(N)=O)c(-c3ccc(F)cc3)oc2cc1NS(C)(=O)=O. The product is CC(C)Oc1cc2c(C(N)=S)c(-c3ccc(F)cc3)oc2cc1NS(C)(=O)=O. As a reaction SMILES: [CH2:51]1[O:52][CH2:53][CH2:54][CH2:55]1.[CH3:1][O:2][c:3]1[cH:4][cH:5][c:6]([P:7]2(=[S:10])[S:8][P:9]([c:11]3[cH:12][cH:13][c:14]([O:15][CH3:16])[cH:17][cH:18]3)(=[S:19])[S:20]2)[cH:21][cH:22]1.[F:23][c:24]1[cH:25][cH:26][c:27](-[c:30]2[o:31][c:32]3[c:33]([c:34]2[C:35](=[O:36])[NH2:37])[cH:38][c:39]([O:47][CH:48]([CH3:49])[CH3:50])[c:40]([NH:42][S:43](=[O:44])(=[O:45])[CH3:46])[cH:41]3)[cH:28][cH:29]1>>[S:10]=[C:35]([c:34]1[c:30](-[c:27]2[cH:26][cH:25][c:24]([F:23])[cH:29][cH:28]2)[o:31][c:32]2[c:33]1[cH:38][c:39]([O:47][CH:48]([CH3:49])[CH3:50])[c:40]([NH:42][S:43](=[O:44])(=[O:45])[CH3:46])[cH:41]2)[NH2:37]. Starting materials: ClC1=C(C=CC=C1)N1C(C(=C(C=C1C)O)C=NO)=O (1-(2-chlorophenyl)-4-hydroxy-3-((hydroxyimino)methyl)-6-methylpyridin-2(1H)-one), ice water. The solvent is C(C)(=O)O (acetic acid). Reaction conditions: temperature 120 celsius, time 2 hour. Product: ClC1=C(C=CC=C1)N1C(C(=C(C=C1C)O)C#N)=O (1-(2-chlorophenyl)-4-hydroxy-6-methyl-2-oxo-1,2-dihydropyridine-3-carbonitrile). The yield is 79.9%. Reaction SMILES: [Cl:1][C:2]1[CH:7]=[CH:6][CH:5]=[CH:4][C:3]=1[N:8]1[C:13]([CH3:14])=[CH:12][C:11]([OH:15])=[C:10]([CH:16]=[N:17]O)[C:9]1=[O:19]>C(O)(=O)C>[Cl:1][C:2]1[CH:7]=[CH:6][CH:5]=[CH:4][C:3]=1[N:8]1[C:13]([CH3:14])=[CH:12][C:11]([OH:15])=[C:10]([C:16]#[N:17])[C:9]1=[O:19]. Reported procedure: A mixture of 1-(2-chlorophenyl)-4-hydroxy-3-((hydroxyimino)methyl)-6-methylpyridin-2(1H)-one obtained in Step C (3.88 g) and acetic acid (46.4 mL) was stirred at 120° C. for 2 hr, cooled to room temperature, and poured into ice water. The resulting solid was collected by filtration, washed with water, and dried under reduced pressure to give the title compound (2.90 g).